From a dataset of the Open Reaction Database (ORD), a public repository of structured organic reaction records. describe an organic reaction: reactants, conditions, products, and yield Reactants: [BH4-].[Na+] (sodium borohydride), N1=C(C=CC=C1C(=O)OCC)C(=O)OCC (diethyl 2,6-pyridinedicarboxylate), [BH4-].[Na+] (sodium borohydride). Solvent: C(C)O (ethanol). Run at time 8 hour. Product: OCC1=CC=CC(=N1)C(=O)OCC (Ethyl 6-(hydroxymethyl)-2-pyridinecarboxylate). Isolated yield 80.1%. RXN SMILES: [BH4-].[Na+].[N:3]1[C:8]([C:9](OCC)=[O:10])=[CH:7][CH:6]=[CH:5][C:4]=1[C:14]([O:16][CH2:17][CH3:18])=[O:15]>C(O)C>[OH:10][CH2:9][C:8]1[N:3]=[C:4]([C:14]([O:16][CH2:17][CH3:18])=[O:15])[CH:5]=[CH:6][CH:7]=1 |f:0.1|. Reported procedure: 11.4 g (0.3 mol) of sodium borohydride was added in one portion to a stirred solution of 111.5 g (0.5 mol) of diethyl 2,6-pyridinedicarboxylate in 1 litre of ethanol and stirred for 6 hours when a further 2.85 g (0.075 mol) of sodium borohydride were added and the mixture stirred overnight before being evaporated. The residue was dissolved in 800 ml dichloromethane and washed with water. The aqueous was extracted with 4×50 ml of dichloromethane. The combined organics were dried, evaporated and c... Starting materials: N[C@@H]1CC[C@H](CC1)NC(=O)C1=CNC2=C1N=CN=C2C2=C(C=CC=C2)OCC2CC2 (trans-4-(2-cyclopropylmethoxy-phenyl)-5H-pyrrolo[3,2-d]pyrimidine-7-carboxylic acid (4-amino-cyclohexyl)-amide), ClC(=O)C1(CC1)OC(C)=O (acetic acid 1-chlorocarbonyl-cyclopropyl ester). Product: OC1(CC1)C(=O)N[C@@H]1CC[C@H](CC1)NC(=O)C1=CNC2=C1N=CN=C2C2=C(C=CC=C2)OCC2CC2 (trans-4-(2-Cyclopropylmethoxy-phenyl)-5H-pyrrolo[3,2-d]pyrimidine-7-carboxylic acid {4-[(1-hydroxy-cyclopropanecarbonyl)-amino]-cyclohexyl}-amide). As a reaction SMILES: [NH2:1][C@H:2]1[CH2:7][CH2:6][C@H:5]([NH:8][C:9]([C:11]2[C:15]3[N:16]=[CH:17][N:18]=[C:19]([C:20]4[CH:25]=[CH:24][CH:23]=[CH:22][C:21]=4[O:26][CH2:27][CH:28]4[CH2:30][CH2:29]4)[C:14]=3[NH:13][CH:12]=2)=[O:10])[CH2:4][CH2:3]1.Cl[C:32]([C:34]1([O:37]C(=O)C)[CH2:36][CH2:35]1)=[O:33]>>[OH:37][C:34]1([C:32]([NH:1][C@H:2]2[CH2:7][CH2:6][C@H:5]([NH:8][C:9]([C:11]3[C:15]4[N:16]=[CH:17][N:18]=[C:19]([C:20]5[CH:25]=[CH:24][CH:23]=[CH:22][C:21]=5[O:26][CH2:27][CH:28]5[CH2:29][CH2:30]5)[C:14]=4[NH:13][CH:12]=3)=[O:10])[CH2:4][CH2:3]2)=[O:33])[CH2:36][CH2:35]1. Reported procedure: Starting from trans-4-(2-cyclopropylmethoxy-phenyl)-5H-pyrrolo[3,2-d]pyrimidine-7-carboxylic acid (4-amino-cyclohexyl)-amide (example A161) and acetic acid 1-chlorocarbonyl-cyclopropyl ester the title compound is obtained as colorless solid. Starting materials: CCOc1cc(C(CS(C)(=O)=O)N2C(=O)c3ccc([N+](=O)[O-])cc3C2=O)ccc1OC, ClCCl, CCOC(C)=O, CCCCCC. Product: CCOc1cc(C(CS(C)(=O)=O)N2C(=O)c3ccc(N)cc3C2=O)ccc1OC. As a reaction SMILES: [CH2:1]([CH3:2])[O:3][c:4]1[cH:5][c:6]([CH:12]([CH2:13][S:14](=[O:15])(=[O:16])[CH3:17])[N:18]2[C:19](=[O:31])[c:20]3[cH:21][cH:22][c:23]([N+:28]([O-:29])=[O:30])[cH:24][c:25]3[C:26]2=[O:27])[cH:7][cH:8][c:9]1[O:10][CH3:11].[CH2:38]([Cl:39])[Cl:40].[CH3:32][CH2:33][O:34][C:35](=[O:36])[CH3:37].[CH3:41][CH2:42][CH2:43][CH2:44][CH2:45][CH3:46]>>[CH2:1]([CH3:2])[O:3][c:4]1[cH:5][c:6]([CH:12]([CH2:13][S:14](=[O:15])(=[O:16])[CH3:17])[N:18]2[C:19](=[O:31])[c:20]3[cH:21][cH:22][c:23]([NH2:28])[cH:24][c:25]3[C:26]2=[O:27])[cH:7][cH:8][c:9]1[O:10][CH3:11]. Starting materials: COC(=O)CC(C(C)OC(=O)C1=CC=C(C=C1)C1=CC=CC=C1)=O (biphenyl-4-carboxylic acid 3-methoxycarbonyl-1-methyl-2-oxo-propyl ester), C(C)(=O)[O-].[NH4+] (ammonium acetate), keto ester. The solvent is C(C)O (ethanol). Reaction conditions: time 1.5 hour. The product is NC(C(C)OC(=O)C1=CC=C(C=C1)C1=CC=CC=C1)=CC(=O)OC (Biphenyl-4-carboxylic acid 2-amino-3-methoxycarbonyl-1-methyl-allyl ester). Yield: 90.0%. Reaction SMILES: [CH3:1][O:2][C:3]([CH2:5][C:6](=O)[CH:7]([O:9][C:10]([C:12]1[CH:17]=[CH:16][C:15]([C:18]2[CH:23]=[CH:22][CH:21]=[CH:20][CH:19]=2)=[CH:14][CH:13]=1)=[O:11])[CH3:8])=[O:4].C([O-])(=O)C.[NH4+:29]>C(O)C>[NH2:29][C:6](=[CH:5][C:3]([O:2][CH3:1])=[O:4])[CH:7]([O:9][C:10]([C:12]1[CH:17]=[CH:16][C:15]([C:18]2[CH:23]=[CH:22][CH:21]=[CH:20][CH:19]=2)=[CH:14][CH:13]=1)=[O:11])[CH3:8] |f:1.2|. Reported procedure: A mixture of biphenyl-4-carboxylic acid 3-methoxycarbonyl-1-methyl-2-oxo-propyl ester (1275 g, 3.9 mol, 1 eq) and ammonium acetate (640 g, 8.3 mol) in ethanol (10 L) was heated with stirring at 70-75° C. until the keto ester compound is completely consumed (1-2 h). The mixture was then kept at 0-5° C. for 1.5 h. The precipitated solid was collected by filtration and washed with hexanes (2.5 L). The product was dried overnight under vacuum at 50° C. to obtain 1244 g (90% yield, 98% HPLC purity) o... Starting materials: CC(C)(C)OC(=O)NCCCNc1c([N+](=O)[O-])c(Cl)nc2ccccc12, CCO, N, Cl[Sn](Cl)(Cl)Cl. The product is CC(C)(C)OC(=O)NCCCNc1c(N)c(Cl)nc2ccccc12. Reaction SMILES: [C:1]([CH3:2])([CH3:3])([CH3:4])[O:5][C:6](=[O:7])[NH:8][CH2:9][CH2:10][CH2:11][NH:12][c:13]1[c:14]([N+:24]([O-:25])=[O:26])[c:15]([Cl:23])[n:16][c:17]2[cH:18][cH:19][cH:20][cH:21][c:22]12.[CH3:33][CH2:34][OH:35].[NH3:32].[Sn:27]([Cl:28])([Cl:29])([Cl:30])[Cl:31]>>[C:1]([CH3:2])([CH3:3])([CH3:4])[O:5][C:6](=[O:7])[NH:8][CH2:9][CH2:10][CH2:11][NH:12][c:13]1[c:14]([NH2:24])[c:15]([Cl:23])[n:16][c:17]2[cH:18][cH:19][cH:20][cH:21][c:22]12. The reactants are C1(=CC=CC=C1)OC(NC=1C(=NC(=C(C1)CC)C)OC)=O (Phenyl-N-(5-ethyl-2-methoxy-6-methylpyridin-3-yl)carbamate), FC1=CC=C(C=C1)N1CCNCC1 (1-(4-fluorophenyl)piperazine). Product: C(C)C=1C=C(C(=NC1C)OC)CNC(=O)N1CCN(CC1)C1=CC=C(C=C1)F (1-[(5-ethyl-2-methoxy-6-methylpyridin-3-yl)methylaminocarbonyl]-4-(4-fluorophenyl)piperazine). Isolated yield 63.0%. RXN SMILES: C1(OC(=O)N[C:10]2[C:11]([O:19][CH3:20])=[N:12][C:13]([CH3:18])=[C:14]([CH2:16][CH3:17])[CH:15]=2)C=CC=CC=1.[F:22][C:23]1[CH:28]=[CH:27][C:26]([N:29]2[CH2:34][CH2:33][NH:32][CH2:31][CH2:30]2)=[CH:25][CH:24]=1>>[CH2:16]([C:14]1[CH:15]=[C:10]([CH2:13][NH:12][C:11]([N:32]2[CH2:33][CH2:34][N:29]([C:26]3[CH:25]=[CH:24][C:23]([F:22])=[CH:28][CH:27]=3)[CH2:30][CH2:31]2)=[O:19])[C:11]([O:19][CH3:20])=[N:12][C:13]=1[CH3:18])[CH3:17]. Procedure: Phenyl-N-(5-ethyl-2-methoxy-6-methylpyridin-3-yl)carbamate and 1-(4-fluorophenyl)piperazine were reacted by the same way with the example 1 to obtain the titled compound. Starting materials: Brc1cncc(Br)c1, CO, C[O-], [Cu], [Na+]. Yields the product COc1cncc(Br)c1. RXN SMILES: [Br:1][c:2]1[cH:3][n:4][cH:5][c:6]([Br:7])[cH:8]1.[CH3:12][OH:13].[CH3:9][O-:10].[Cu:14].[Na+:11]>>[Br:1][c:2]1[cH:3][n:4][cH:5][c:6]([O:10][CH3:9])[cH:8]1. The reactants are compound, NC1=CC=C(C=C1)C=1C=C2CN(C(C2=CC1)=O)[C@H](C(=O)OC)C(C)C ((S)-Methyl 2-(5-(4-aminophenyl)-1-oxoisoindolin-2-yl)-3-methylbutanoate), COC=1C=C(C=CC1OC)S(=O)(=O)Cl (3,4-dimethoxy benzene sulfonyl chloride), compound, compound. Product: COC=1C=C(C=CC1OC)S(=O)(=O)NC1=CC=C(C=C1)C=1C=C2CN(C(C2=CC1)=O)[C@H](C(=O)OC)C(C)C ((S)-Methyl 2-(5-(4-(3,4-dimethoxyphenylsulfonamido)phenyl)-1-oxoisoindolin-2-yl)-3-methylbutanoate). As a reaction SMILES: [NH2:1][C:2]1[CH:7]=[CH:6][C:5]([C:8]2[CH:9]=[C:10]3[C:14](=[CH:15][CH:16]=2)[C:13](=[O:17])[N:12]([C@@H:18]([CH:23]([CH3:25])[CH3:24])[C:19]([O:21][CH3:22])=[O:20])[CH2:11]3)=[CH:4][CH:3]=1.[CH3:26][O:27][C:28]1[CH:29]=[C:30]([S:36](Cl)(=[O:38])=[O:37])[CH:31]=[CH:32][C:33]=1[O:34][CH3:35]>>[CH3:26][O:27][C:28]1[CH:29]=[C:30]([S:36]([NH:1][C:2]2[CH:7]=[CH:6][C:5]([C:8]3[CH:9]=[C:10]4[C:14](=[CH:15][CH:16]=3)[C:13](=[O:17])[N:12]([C@@H:18]([CH:23]([CH3:25])[CH3:24])[C:19]([O:21][CH3:22])=[O:20])[CH2:11]4)=[CH:4][CH:3]=2)(=[O:37])=[O:38])[CH:31]=[CH:32][C:33]=1[O:34][CH3:35]. Reported procedure: The compound of example 292 was prepared analogous to compound of example 284 by reaction of compound of example 223 with 3,4-dimethoxy benzene sulfonyl chloride. The compound of example 292 was used directly without isolation, for the preparation of compound of example 293. The reactants are CC1(C(N(C=2C=C3C(=CC12)NC(=N3)NC)CCCCC)=O)C (7,7-dimethyl-2-methylamino-5-pentyl-5,7-dihydro-1H-imidazo[4,5-f]indol-6-one), CC1=CC=C(C=C1)S(=O)(=O)Cl (4-methyl-benzenesulfonyl chloride), O (water). The solvent is N1=CC=CC=C1 (pyridine). Reaction conditions: time 48 hour. Product: CC1(C(N(C=2C=C3C(=CC12)N(C(=N3)NC)S(=O)(=O)C3=CC=C(C=C3)C)CCCCC)=O)C (7,7-Dimethyl-2-methylamino-5-pentyl-1-(toluene-4-sulfonyl)-5,7-dihydro-1H-imidazo[4,5-f]indol-6-one). Yield: 38.8%. RXN SMILES: [CH3:1][C:2]1([CH3:22])[C:10]2[CH:9]=[C:8]3[NH:11][C:12]([NH:14][CH3:15])=[N:13][C:7]3=[CH:6][C:5]=2[N:4]([CH2:16][CH2:17][CH2:18][CH2:19][CH3:20])[C:3]1=[O:21].[CH3:23][C:24]1[CH:29]=[CH:28][C:27]([S:30](Cl)(=[O:32])=[O:31])=[CH:26][CH:25]=1.O>N1C=CC=CC=1>[CH3:22][C:2]1([CH3:1])[C:10]2[CH:9]=[C:8]3[N:11]([S:30]([C:27]4[CH:28]=[CH:29][C:24]([CH3:23])=[CH:25][CH:26]=4)(=[O:32])=[O:31])[C:12]([NH:14][CH3:15])=[N:13][C:7]3=[CH:6][C:5]=2[N:4]([CH2:16][CH2:17][CH2:18][CH2:19][CH3:20])[C:3]1=[O:21]. Procedure: To a solution of 7,7-dimethyl-2-methylamino-5-pentyl-5,7-dihydro-1H-imidazo[4,5-f]indol-6-one (230 mg) in pyridine (6 ml) is added 4-methyl-benzenesulfonyl chloride (160 mg; 0.84 mmol) at 0° C. After addition the mixture is warmed to RT and stirred for 48 h. The reaction solution is dissolved with water and the aqueous layer is extracted with EtOAc. The combined organic layer is washed with hydrochloric acid (0.5 N) and brine, dried over Na2SO4 and concentrated in vacuo. The compound (135 mg) is... Starting materials: NCCC1=CC=C(OC(C(=O)O)CCCC)C=C1 (2-[4-(2-aminoethyl)-phenoxy]-n-hexanoic acid), ClC1=CC=C(C=C1)S(=O)(=O)Cl (4-chlorobenzenesulphonyl chloride), C([O-])([O-])=O.[K+].[K+] (potassium carbonate). Yield: 32.0%. Procedure: By the reaction of 2-[4-(2-aminoethyl)-phenoxy]-n-hexanoic acid with 4-chlorobenzenesulphonyl chloride in the presence of aqueous potassium carbonate solution, in a manner analogous to that described in Example 1, there is obtained a yield of 32% of theory of 2-{4-[2-(4-chlorobenzenesulphonylamino)-ethyl]-phenoxy}-n-hexanoic acid; m.p. 138°-139° C. (recrystallized from ethyl acetate and cyclohexane). The product is ClC1=CC=C(C=C1)S(=O)(=O)NCCC1=CC=C(OC(C(=O)O)CCCC)C=C1 (2-{4-[2-(4-chlorobenzenesulphonylamino)-ethyl]-phenoxy}-n-hexanoic acid). As a reaction SMILES: [NH2:1][CH2:2][CH2:3][C:4]1[CH:18]=[CH:17][C:7]([O:8][CH:9]([CH2:13][CH2:14][CH2:15][CH3:16])[C:10]([OH:12])=[O:11])=[CH:6][CH:5]=1.[Cl:19][C:20]1[CH:25]=[CH:24][C:23]([S:26](Cl)(=[O:28])=[O:27])=[CH:22][CH:21]=1.C(=O)([O-])[O-].[K+].[K+]>>[Cl:19][C:20]1[CH:25]=[CH:24][C:23]([S:26]([NH:1][CH2:2][CH2:3][C:4]2[CH:5]=[CH:6][C:7]([O:8][CH:9]([CH2:13][CH2:14][CH2:15][CH3:16])[C:10]([OH:12])=[O:11])=[CH:17][CH:18]=2)(=[O:28])=[O:27])=[CH:22][CH:21]=1 |f:2.3.4|.